Task: describe an organic reaction: reactants, conditions, products, and yield. Dataset: the Open Reaction Database (ORD), a public repository of structured organic reaction records Reactants: CC(C)(C)OC(=O)C1CC1, BrCc1ccccc1, C1CCOC1, CC(C)[N-]C(C)C, [Cl-], [Li+], [NH4+]. Product: CC(C)(C)OC(=O)C1(Cc2ccccc2)CC1. RXN SMILES: [C:9]([CH3:10])([CH3:11])([CH3:12])[O:13][C:14](=[O:15])[CH:16]1[CH2:17][CH2:18]1.[CH2:19]([c:20]1[cH:21][cH:22][cH:23][cH:24][cH:25]1)[Br:26].[CH2:29]1[O:30][CH2:31][CH2:32][CH2:33]1.[CH3:2][CH:3]([N-:4][CH:5]([CH3:6])[CH3:7])[CH3:8].[Cl-:27].[Li+:1].[NH4+:28]>>[C:9]([CH3:10])([CH3:11])([CH3:12])[O:13][C:14](=[O:15])[C:16]1([CH2:19][c:20]2[cH:21][cH:22][cH:23][cH:24][cH:25]2)[CH2:17][CH2:18]1.